From a dataset of the Open Reaction Database (ORD), a public repository of structured organic reaction records. describe an organic reaction: reactants, conditions, products, and yield Reactants: CC(C)(C)OC(=O)NCCCCN, CC(=O)c1ccc(C)cn1, ClCCl. RXN SMILES: [C:11]([CH3:12])([CH3:13])([CH3:14])[O:15][C:16]([NH:17][CH2:18][CH2:19][CH2:20][CH2:21][NH2:22])=[O:23].[CH3:1][c:2]1[cH:3][cH:4][c:5]([C:8]([CH3:9])=[O:10])[n:6][cH:7]1.[Cl:24][CH2:25][Cl:26]>>[CH3:1][c:2]1[cH:3][cH:4][c:5]([CH:8]([CH3:9])[NH:22][CH2:21][CH2:20][CH2:19][CH2:18][NH:17][C:16]([O:15][C:11]([CH3:12])([CH3:13])[CH3:14])=[O:23])[n:6][cH:7]1. The product is Cc1ccc(C(C)NCCCCNC(=O)OC(C)(C)C)nc1. The reactants are C(O)([O-])=O.[Na+] (sodium hydrogencarbonate), C(C)(C)(C)OC(NN1CCN(CC1)CC1(CN2C(O1)=NC(=C2)[N+](=O)[O-])C)=O (tert-butyl[4-(2-methyl-6-nitro-2,3-dihydroimidazo[2,1-b]oxazol-2-ylmethyl)piperazin-1-yl]carbamate), FC(OC1=CC=C(C=O)C=C1)(F)F (4-trifluoromethoxybenzaldehyde), FC(C(=O)O)(F)F (trifluoroacetic acid). Run in C(Cl)Cl (methylene chloride). Reaction conditions: time 3 hour. Yields the product CC1(CN2C(O1)=NC(=C2)[N+](=O)[O-])CN2CCN(CC2)N=CC2=CC=C(C=C2)OC(F)(F)F (N-[4-(2-methyl-6-nitro-2,3-dihydroimidazo[2,1-b]oxazol-2-ylmethyl)piperazin-1-yl]-N-(4-trifluoromethoxybenzylidene)amine). Yield: 38.0%. As a reaction SMILES: C(O[C:6](=O)[NH:7][N:8]1[CH2:13][CH2:12][N:11]([CH2:14][C:15]2([CH3:26])[O:19][C:18]3=[N:20][C:21]([N+:23]([O-:25])=[O:24])=[CH:22][N:17]3[CH2:16]2)[CH2:10][CH2:9]1)(C)(C)C.[F:28][C:29]([F:40])([F:39])[O:30][C:31]1[CH:38]=[CH:37][C:34](C=O)=[CH:33][CH:32]=1.FC(F)(F)C(O)=O.C(=O)([O-])O.[Na+]>C(Cl)Cl>[CH3:26][C:15]1([CH2:14][N:11]2[CH2:12][CH2:13][N:8]([N:7]=[CH:6][C:34]3[CH:33]=[CH:32][C:31]([O:30][C:29]([F:28])([F:39])[F:40])=[CH:38][CH:37]=3)[CH2:9][CH2:10]2)[O:19][C:18]2=[N:20][C:21]([N+:23]([O-:25])=[O:24])=[CH:22][N:17]2[CH2:16]1 |f:3.4|. Procedure details: A mixture of tert-butyl[4-(2-methyl-6-nitro-2,3-dihydroimidazo[2,1-b]oxazol-2-ylmethyl)piperazin-1-yl]carbamate prepared in Example 493 (40 mg, 0.11 mmol), 4-trifluoromethoxybenzaldehyde (24 mg, 0.13 mmol), trifluoroacetic acid (0.08 ml) and methylene chloride (1 ml) was stirred at room temperature for 3 hours. The mixture was added a saturated sodium hydrogencarbonate solution for neutralization followed by extraction with methylene chloride. The solution was washed with water and a saturated s... As a reaction SMILES: [CH3:1][C:2]1[CH:7]=[C:6]([CH3:8])[N:5]=[C:4]([NH:9][CH2:10][CH:11]([OH:14])[CH2:12][OH:13])[N:3]=1.[C:15]([CH:19]1[CH2:24][CH2:23][C:22](=O)[CH2:21][CH2:20]1)([CH3:18])([CH3:17])[CH3:16].C1(C)C=CC(S(O)(=O)=O)=CC=1>C1C=CC=CC=1>[C:15]([CH:19]1[CH2:24][CH2:23][C:22]2([O:14][CH:11]([CH2:10][NH:9][C:4]3[N:5]=[C:6]([CH3:8])[CH:7]=[C:2]([CH3:1])[N:3]=3)[CH2:12][O:13]2)[CH2:21][CH2:20]1)([CH3:18])([CH3:17])[CH3:16]. The solvent is C1=CC=CC=C1 (benzene). Reactants: CC1=NC(=NC(=C1)C)NCC(CO)O (3-(4,6-dimethylpyrimid-2-ylamino)-propane-1,2-diol), C(C)(C)(C)C1CCC(CC1)=O (4-t-butyl cyclohexanone), C1(=CC=C(C=C1)S(=O)(=O)O)C (p-toluenesulfonic acid). Procedure details: 3-(4,6-dimethylpyrimid-2-ylamino)-propane-1,2-diol (4.0 g, 20 mmol), 4-t-butyl cyclohexanone (3.08 g, 20 mmol) and p-toluenesulfonic acid (4.3 g, 22 mmol) in 50 ml benzene were refluxed on a water trap for 1 hour. The reaction mixture was washed twice with saturated aqueous sodium carbonate (50 ml), dried with magnesium sulphate and evaporated in vacuum. Kugelrohr- distillation of the resulting oil yielded 6.0 g of a colourless oil (b.p. 200° C./0.2 mbar) which was recrystallised from light petr... Product: C(C)(C)(C)C1CCC2(OCC(O2)CNC2=NC(=CC(=N2)C)C)CC1 (8-t-butyl-2-(4,6-dimethylpyrimid-2-ylaminomethyl)-1,4-dioxaspiro(4,5)decane). Isolated yield 90.0%. Starting materials: C(#N)C(CC(C(=O)OC)C)(C1=CC=NC=C1)N1CCOCC1 (methyl 4-cyano-2-methyl-4-(4-morpholinyl)-4-(4-pyridinyl)butanoate), C(#N)C(CCC(=O)OCC)(C1CCNCC1)N1CCOCC1 (ethyl 4-cyano-4-(4-morpholinyl)-4-(4-piperidinyl)butanoate). The product is N1=CC=C(C=C1)C=1CCC(NN1)=O (4,5-dihydro-6-(4-pyridinyl)-3(2H)-pyridazinone). As a reaction SMILES: C([C:3]([N:17]1CCOCC1)([C:11]1[CH:16]=[CH:15][N:14]=[CH:13][CH:12]=1)[CH2:4][CH:5](C)[C:6](OC)=[O:7])#N.C(C(N1CCOCC1)(C1CCNCC1)CCC(OCC)=O)#[N:24]>>[N:14]1[CH:15]=[CH:16][C:11]([C:3]2[CH2:4][CH2:5][C:6](=[O:7])[NH:24][N:17]=2)=[CH:12][CH:13]=1. Procedure: Following the procedure described in Example 1 but using in place of methyl 4-cyano-2-methyl-4-(4-morpholinyl)-4-(4-pyridinyl)butanoate a molar equivalent quantity of ethyl 4-cyano-4-(4-morpholinyl)-4-(4-piperidinyl)butanoate [McEvoy et al., J. Org. Chem. 44, 4597 (4600)(1979)], it is contemplated that there can be obtained 4,5-dihydro-6-(4-pyridinyl)-3(2H)-pyridazinone. Starting materials: amides, C(C1=CC=CC=C1)N1C(CC1)C(=O)O (1-benzylazetidine-2-carboxylic acid), Cl.N[C@@H](C)C1=CC=C(C(=O)OC)C=C1 ((S)-methyl 4-(1-aminoethyl)benzoate hydrochloride). The product is C(C1=CC=CC=C1)N1C(CC1)C(=O)N[C@@H](C)C1=CC=C(C(=O)OC)C=C1 (methyl 4-((1S)-1-(1-benzylazetidine-2-carboxamido)ethyl)benzoate). The yield is 53.2%. Reaction SMILES: [CH2:1]([N:8]1[CH2:11][CH2:10][CH:9]1[C:12]([OH:14])=O)[C:2]1[CH:7]=[CH:6][CH:5]=[CH:4][CH:3]=1.Cl.[NH2:16][C@H:17]([C:19]1[CH:28]=[CH:27][C:22]([C:23]([O:25][CH3:26])=[O:24])=[CH:21][CH:20]=1)[CH3:18]>>[CH2:1]([N:8]1[CH2:11][CH2:10][CH:9]1[C:12]([NH:16][C@H:17]([C:19]1[CH:28]=[CH:27][C:22]([C:23]([O:25][CH3:26])=[O:24])=[CH:21][CH:20]=1)[CH3:18])=[O:14])[C:2]1[CH:3]=[CH:4][CH:5]=[CH:6][CH:7]=1 |f:1.2|. Reported procedure: The title compound (D76) (98 mg) was prepared according to the general procedure for amides preparation (Method C) starting from 1-benzylazetidine-2-carboxylic acid (100 mg, available from Apollo#OR7040) and (S)-methyl 4-(1-aminoethyl)benzoate hydrochloride (113 mg). Reaction time: 1 h Reactants: CC(C)(C)[Si](C)(C)Cl, CCOC(C)=O, Cc1ccc(CO)cc1N, CN(C)C=O, O, c1c[nH]cn1. Yields the product Cc1ccc(CO[Si](C)(C)C(C)(C)C)cc1N. Reaction SMILES: [C:11]([CH3:12])([CH3:13])([CH3:14])[Si:15]([Cl:16])([CH3:17])[CH3:18].[CH3:30][CH2:31][O:32][C:33]([CH3:34])=[O:35].[NH2:1][c:2]1[cH:3][c:4]([CH2:9][OH:10])[cH:5][cH:6][c:7]1[CH3:8].[O:25]=[CH:26][N:27]([CH3:28])[CH3:29].[OH2:24].[nH:19]1[cH:20][cH:21][n:22][cH:23]1>>[NH2:1][c:2]1[cH:3][c:4]([CH2:9][O:10][Si:15]([C:11]([CH3:12])([CH3:13])[CH3:14])([CH3:17])[CH3:18])[cH:5][cH:6][c:7]1[CH3:8]. The reactants are C1(CCCCC1)NO (N-cyclohexylhydroxylamine), C1C(C2=CC=CC=C2)O1 (styrene oxide), C(C)(C)O (isopropanol). The product is C1(CCCCC1)N(O)CCC1=C(C=CC=C1)O (N-cyclohexyl-N-[2-hydroxyphenethyl]hydroxylamine). The yield is 33.0%. As a reaction SMILES: [CH:1]1([NH:7][OH:8])[CH2:6][CH2:5][CH2:4][CH2:3][CH2:2]1.[CH2:9]1O[CH:10]1[C:11]1[CH:16]=[CH:15][CH:14]=[CH:13][CH:12]=1.C([OH:21])(C)C>>[CH:1]1([N:7]([CH2:9][CH2:10][C:11]2[CH:16]=[CH:15][CH:14]=[CH:13][C:12]=2[OH:21])[OH:8])[CH2:6][CH2:5][CH2:4][CH2:3][CH2:2]1. Procedure details: A solution of 2.14 g of N-cyclohexylhydroxylamine and 2.23 of styrene oxide in 50 ml of isopropanol is heated at 45° C. for 3 hours and under reflux for 20 hours. The reaction mixture is concentrated under reduced pressure and the residue is purified by liquid chromatography to afford the title compound in a 33% yield as a yellow oil. Reactants: CON(C)C(=O)[SH](C)c1cccc(NC(=O)c2ccc(OC(C)=O)c(C(C)(C)C)c2)c1, O=C([O-])[O-], CCOCC, CC(C)=O, CO, [K+], [K+], O. The product is CON(C)C(=O)[SH](C)c1cccc(NC(=O)c2ccc(O)c(C(C)(C)C)c2)c1. As a reaction SMILES: [C:1](=[O:2])([CH3:3])[O:4][c:5]1[c:6]([C:28]([CH3:29])([CH3:30])[CH3:31])[cH:7][c:8]([C:9](=[O:10])[NH:11][c:12]2[cH:13][c:14]([SH:18]([CH3:19])[C:20]([N:21]([CH3:22])[O:23][CH3:24])=[O:25])[cH:15][cH:16][cH:17]2)[cH:26][cH:27]1.[C:32](=[O:33])([O-:34])[O-:35].[CH3:38][CH2:39][O:40][CH2:41][CH3:42].[CH3:44][C:45]([CH3:46])=[O:47].[CH3:48][OH:49].[K+:36].[K+:37].[OH2:43]>>[OH:4][c:5]1[c:6]([C:28]([CH3:29])([CH3:30])[CH3:31])[cH:7][c:8]([C:9](=[O:10])[NH:11][c:12]2[cH:13][c:14]([SH:18]([CH3:19])[C:20]([N:21]([CH3:22])[O:23][CH3:24])=[O:25])[cH:15][cH:16][cH:17]2)[cH:26][cH:27]1. Product: C1(CCC1)C(C(=O)OCC)C(=O)OCC (diethyl cyclobutylmalonate). Procedure details: Sodium (10.3 g, 0.44 mmol) was dissolved in dry ethanol (300 ml) under a nitrogen atmosphere and to the cooled solution (0° C.) was added diethyl malonate (71 g, 0.44 mmol). After stirring for 15 minutes cyclobutyl bromide (60 g, 0.44 mmol) was added and the solution was heated to reflux overnight. The cooled mixture was evaporated and the residue was partitioned between water and ether. The ether layer was separated, dried over anhydrous magnesium sulphate and evaporated. The residue was distil... Run in C(C)O (ethanol). Yield: 42429.7%. Reaction SMILES: [Na].[C:2]([O:10][CH2:11][CH3:12])(=[O:9])[CH2:3][C:4]([O:6][CH2:7][CH3:8])=[O:5].[CH:13]1(Br)[CH2:16][CH2:15][CH2:14]1>C(O)C>[CH:13]1([CH:3]([C:4]([O:6][CH2:7][CH3:8])=[O:5])[C:2]([O:10][CH2:11][CH3:12])=[O:9])[CH2:16][CH2:15][CH2:14]1 |^1:0|. Starting materials: C(CC(=O)OCC)(=O)OCC (diethyl malonate), [Na] (Sodium), C1(CCC1)Br (cyclobutyl bromide). Starting materials: COC=1C=C(C=CC1)C1(CCOCC1)C(=O)C(C(=O)OCC)C(=O)OCC (Diethyl 2-(4-(3-methoxyphenyl)-tetrahydro-2H-pyran-4-carbonyl)malonate), OS(=O)(=O)O (H2SO4). Conditions: temperature 0 celsius. The product is COC1=C2C(=C(C(C3(CCOCC3)C2=CC=C1)=O)C(=O)OCC)O (Ethyl 5-methoxy-4-hydroxy-2-oxo-2′,3′,5′,6′-tetrahydro-spiro[naphthalene-1,4′-pyran]-3-carboxylate). Yield: 2.7%. As a reaction SMILES: [CH3:1][O:2][C:3]1[CH:4]=[C:5]([C:9]2([C:15]([CH:17]([C:23]([O:25][CH2:26][CH3:27])=[O:24])[C:18](OCC)=[O:19])=[O:16])[CH2:14][CH2:13][O:12][CH2:11][CH2:10]2)[CH:6]=[CH:7][CH:8]=1.OS(O)(=O)=O>>[CH3:1][O:2][C:3]1[CH:8]=[CH:7][CH:6]=[C:5]2[C:4]=1[C:18]([OH:19])=[C:17]([C:23]([O:25][CH2:26][CH3:27])=[O:24])[C:15](=[O:16])[C:9]12[CH2:10][CH2:11][O:12][CH2:13][CH2:14]1. Reported procedure: Diethyl 2-(4-(3-methoxyphenyl)-tetrahydro-2H-pyran-4-carbonyl)malonate (2.1 g) was added to 5 mL H2SO4 stirred at 0° C. The mixture was stirred at room temperature for 1 hour, M+1=379. The mixture was then poured into 100 g crushed ice and extracted with EtOAc (3×50 mL). The combined organic layers were washed with H2O (20 mL) and brine (20 mL), dried over anhydrous Na2SO4, and concentrated in vacuo. The crude product was purified by column chromatography eluting with 20% EtOAc/hexane to give 0....